Dataset: the Open Reaction Database (ORD), a public repository of structured organic reaction records. Task: describe an organic reaction: reactants, conditions, products, and yield The reactants are O.Cl.C(C1=CC=CC=C1)(=O)N1CC(OCC1)(CCN1CCC(CC1)(C1=CC=CC=C1)NC(=O)N(C)C)C1=CC(=C(C=C1)F)F.C(C1=CC=CC=C1)(=O)N1CC(OCC1)(C1=CC(=C(C=C1)F)F)CCN1CCC(CC1)(NC(=O)N(C)C)C1=CC=CC=C1.Cl (4-Benzoyl-2-(3,4-difluorophenyl)-2-[2-[4-(N′,N′-dimethylureido)-4-phenylpiperid-1-yl]ethyl]morpholine hydrochloride hemihydrate), C1(=CC=C(C=C1)S(=O)(=O)O)C.C(C1=CC=CC=C1)C1(CCNCC1)NC(=O)N1CCCC1 (4-benzyl-4-(pyrrolidin-1-ylcarbonylamino)piperidine p-toluenesulfonate), C(=O)([O-])[O-].[K+].[K+] (K2CO3). Run in CN(C)C=O (DMF). Product: Cl.C(C1=CC=CC=C1)(=O)N1CC(OCC1)(C1=CC(=C(C=C1)F)F)CCN1CCC(CC1)(NC(=O)N1CCCC1)CC1=CC=CC=C1 (4-Benzoyl-2-[2-[4-benzyl-4-(pyrrolidin-1-ylcarbonylamino)piperid-1-yl]ethyl]-2-(3,4-difluorophenyl)morpholine hydrochloride). The yield is 131.8%. As a reaction SMILES: O.[ClH:2].[C:3]([N:11]1[CH2:16][CH2:15][O:14][C:13]([C:37]2[CH:42]=[CH:41][C:40]([F:43])=[C:39]([F:44])[CH:38]=2)([CH2:17][CH2:18]N2CCC(NC(N(C)C)=O)(C3C=CC=CC=3)CC2)[CH2:12]1)(=[O:10])[C:4]1[CH:9]=[CH:8][CH:7]=[CH:6][CH:5]=1.C(N1CCOC(CCN2CCC(C3C=CC=CC=3)(NC(N(C)C)=O)CC2)(C2C=CC(F)=C(F)C=2)C1)(=O)C1C=CC=CC=1.Cl.C1(C)C=CC(S(O)(=O)=O)=CC=1.[CH2:99]([C:106]1([NH:112][C:113]([N:115]2[CH2:119][CH2:118][CH2:117][CH2:116]2)=[O:114])[CH2:111][CH2:110][NH:109][CH2:108][CH2:107]1)[C:100]1[CH:105]=[CH:104][CH:103]=[CH:102][CH:101]=1.C([O-])([O-])=O.[K+].[K+]>CN(C=O)C>[ClH:2].[C:3]([N:11]1[CH2:16][CH2:15][O:14][C:13]([CH2:17][CH2:18][N:109]2[CH2:110][CH2:111][C:106]([CH2:99][C:100]3[CH:105]=[CH:104][CH:103]=[CH:102][CH:101]=3)([NH:112][C:113]([N:115]3[CH2:119][CH2:118][CH2:117][CH2:116]3)=[O:114])[CH2:107][CH2:108]2)([C:37]2[CH:42]=[CH:41][C:40]([F:43])=[C:39]([F:44])[CH:38]=2)[CH2:12]1)(=[O:10])[C:4]1[CH:5]=[CH:6][CH:7]=[CH:8][CH:9]=1 |f:0.1.2.3.4,5.6,7.8.9,11.12|. Procedure details: This compound is prepared by the procedure described in EXAMPLE 45 from 1.2 g of the compound obtained in step C of EXAMPLE 37, 1.5 g of 4-benzyl-4-(pyrrolidin-1-ylcarbonylamino)piperidine p-toluenesulfonate, 1.2 g of K2CO3 and 3 ml of DMF to give 0.83 g of the expected product. M.p.=140° C. The reactants are CCO, Cc1c(Sc2ccccc2)c2cccc3c2n1C(CN1CCOCC1)CO3. Product: Cc1cc2cccc3c2n1C(CN1CCOCC1)CO3. RXN SMILES: [CH3:28][CH2:29][OH:30].[O:1]1[CH2:2][CH2:3][N:4]([CH2:7][CH:8]2[CH2:9][O:10][c:11]3[c:12]4[n:13]2[c:14]([CH3:27])[c:15]([S:20][c:21]2[cH:22][cH:23][cH:24][cH:25][cH:26]2)[c:16]4[cH:17][cH:18][cH:19]3)[CH2:5][CH2:6]1>>[O:1]1[CH2:2][CH2:3][N:4]([CH2:7][CH:8]2[CH2:9][O:10][c:11]3[c:12]4[n:13]2[c:14]([CH3:27])[cH:15][c:16]4[cH:17][cH:18][cH:19]3)[CH2:5][CH2:6]1. Reactants: C(CCC)[Li] (n-butyl lithium), C(C1=CC=CC=C1)N1CC(CCC1)=O (1-benzyl-3-piperidone), BrC1=CC=C(C=C1)C1=CC2=CC=CC=C2C=C1 (2-(4-Bromophenyl)naphthalene). Run in C1CCOC1 (THF), C1CCOC1 (THF). Run at temperature -78 celsius, time 30 minute. Yields the product C(C1=CC=CC=C1)N1CC(CCC1)(C1=CC=C(C=C1)C1=CC2=CC=CC=C2C=C1)O (1-benzyl-3-hydroxy-3(4-naphth-2-yl-phenyl)piperidine). Yield: 53.5%. As a reaction SMILES: Br[C:2]1[CH:7]=[CH:6][C:5]([C:8]2[CH:17]=[CH:16][C:15]3[C:10](=[CH:11][CH:12]=[CH:13][CH:14]=3)[CH:9]=2)=[CH:4][CH:3]=1.C([Li])CCC.[CH2:23]([N:30]1[CH2:35][CH2:34][CH2:33][C:32](=[O:36])[CH2:31]1)[C:24]1[CH:29]=[CH:28][CH:27]=[CH:26][CH:25]=1>C1COCC1>[CH2:23]([N:30]1[CH2:35][CH2:34][CH2:33][C:32]([OH:36])([C:2]2[CH:7]=[CH:6][C:5]([C:8]3[CH:17]=[CH:16][C:15]4[C:10](=[CH:11][CH:12]=[CH:13][CH:14]=4)[CH:9]=3)=[CH:4][CH:3]=2)[CH2:31]1)[C:24]1[CH:25]=[CH:26][CH:27]=[CH:28][CH:29]=1. Reported procedure: 2-(4-Bromophenyl)naphthalene (9.29 g, 32.8 mmol) is placed in a round bottom flask under argon and dissolved in anhydrous THF (150 mL). The solution is cooled to -78° C. in a dry ice/acetone bath with stirring. A solution of n-butyl lithium (2.0M, 18.0 ml) is added dropwise and after fifteen minutes 1-benzyl-3-piperidone (8.14 g, 36.08 mmol) in 20 mL of THF is added dropwise with vigorous stirring. After 30 minutes the solution is allowed to warm to room temperature and quenched with saturated a...